From a dataset of the Open Reaction Database (ORD), a public repository of structured organic reaction records. describe an organic reaction: reactants, conditions, products, and yield Starting materials: COC=1C=C(C(=O)N2CC(CCC2)(CCOS(=O)(=O)C)C2=CC(=C(C=C2)Cl)Cl)C=C(C1OC)OC (1-(3,4,5-trimethoxybenzoyl)-3-(3,4-dichlorophenyl)-3-(2-methanesulfonyloxyethyl)piperidine), C(C)OCCN1C(=NC2=C1C=CC=C2)NC2CCNCC2 ((1-(2-ethoxyethyl)-1H-benzimidazol-2-yl)(piperidin-4-yl)amine), C(C)(C)N(C(C)C)CC (N,N-diisopropylethylamine), CO (methanol). Run in C(C)#N (acetonitrile). Run at time 36 hour. Yields the product COC=1C=C(C(=O)N2CC(CCC2)(C2=CC(=C(C=C2)Cl)Cl)CCN2CCC(CC2)NC2=NC3=C(N2CCOCC)C=CC=C3)C=C(C1OC)OC (1-(3,4,5-trimethoxybenzoyl)-3-(2-(4-(1-(2-ethoxyethyl)-1H-benzimidazol-2-yl-amino)piperidin-1-yl)ethyl)-3-(3,4-dichlorophenyl)piperidine). As a reaction SMILES: [CH3:1][O:2][C:3]1[CH:4]=[C:5]([CH:29]=[C:30]([O:34][CH3:35])[C:31]=1[O:32][CH3:33])[C:6]([N:8]1[CH2:13][CH2:12][CH2:11][C:10]([C:21]2[CH:26]=[CH:25][C:24]([Cl:27])=[C:23]([Cl:28])[CH:22]=2)([CH2:14][CH2:15]OS(C)(=O)=O)[CH2:9]1)=[O:7].[CH2:36]([O:38][CH2:39][CH2:40][N:41]1[C:45]2[CH:46]=[CH:47][CH:48]=[CH:49][C:44]=2[N:43]=[C:42]1[NH:50][CH:51]1[CH2:56][CH2:55][NH:54][CH2:53][CH2:52]1)[CH3:37].C(N(CC)C(C)C)(C)C.CO>C(#N)C>[CH3:1][O:2][C:3]1[CH:4]=[C:5]([CH:29]=[C:30]([O:34][CH3:35])[C:31]=1[O:32][CH3:33])[C:6]([N:8]1[CH2:13][CH2:12][CH2:11][C:10]([CH2:14][CH2:15][N:54]2[CH2:53][CH2:52][CH:51]([NH:50][C:42]3[N:41]([CH2:40][CH2:39][O:38][CH2:36][CH3:37])[C:45]4[CH:46]=[CH:47][CH:48]=[CH:49][C:44]=4[N:43]=3)[CH2:56][CH2:55]2)([C:21]2[CH:26]=[CH:25][C:24]([Cl:27])=[C:23]([Cl:28])[CH:22]=2)[CH2:9]1)=[O:7]. Procedure details: Combine 1-(3,4,5-trimethoxybenzoyl)-3-(3,4-dichlorophenyl)-3-(2-methanesulfonyloxyethyl)piperidine (0.71 g, 1.32 mmol) and (1-(2-ethoxyethyl)-1H-benzimidazol-2-yl)(piperidin-4-yl)amine (0.38 g, 1.32 mmol), and N,N-diisopropylethylamine (0.37 g, 2.9 mmol) in acetonitrile (15 mL). Heat to reflux. After 36 hours, partition the residue between ethyl acetate and saturated aqueous sodium bicarbonate solution. Dry the organic layer over Na2SO4, filter, and concentrate in vacuo to obtain a residue. Chro... Starting materials: FC1=CC=C(COC2=CC(NC=C2)=O)C=C1 (4-(4-fluorobenzyloxy)pyridin-2(1H)-one), BrC=1C=CC=2C3=C(N(C2C1)C)CCCN(C3)C(=O)OC(C)(C)C (tert-butyl 8-bromo-6-methyl-3,4,5,6-tetrahydroazepino[4,3-b]indole-2(1H) carboxylate), OC=1C=CC=C2C=CC=NC12 (8-hydroxyquinoline), C(=O)([O-])[O-].[Cs+].[Cs+] (Cs2CO3). The reagents and catalysts are [Cu]I (CuI). Run in CS(=O)C (DMSO). Conditions: temperature 135 celsius, time 5 minute. The product is FC1=CC=C(COC2=CC(N(C=C2)C=2C=CC=3C4=C(N(C3C2)C)CCCN(C4)C(=O)OC(C)(C)C)=O)C=C1 (tert-Butyl 8-(4-(4-fluorobenzyloxy)-2-oxopyridin-1 (2H)-yl)-6-methyl-3,4,5,6-tetrahydroazepino[4,3-b]indole-2 (1H)-carboxylate). Yield: 53.9%. Reaction SMILES: [F:1][C:2]1[CH:16]=[CH:15][C:5]([CH2:6][O:7][C:8]2[CH:13]=[CH:12][NH:11][C:10](=[O:14])[CH:9]=2)=[CH:4][CH:3]=1.Br[C:18]1[CH:19]=[CH:20][C:21]2[C:22]3[CH2:32][N:31]([C:33]([O:35][C:36]([CH3:39])([CH3:38])[CH3:37])=[O:34])[CH2:30][CH2:29][CH2:28][C:23]=3[N:24]([CH3:27])[C:25]=2[CH:26]=1.OC1C=CC=C2C=1N=CC=C2.C([O-])([O-])=O.[Cs+].[Cs+]>CS(C)=O.[Cu]I>[F:1][C:2]1[CH:16]=[CH:15][C:5]([CH2:6][O:7][C:8]2[CH:13]=[CH:12][N:11]([C:18]3[CH:19]=[CH:20][C:21]4[C:22]5[CH2:32][N:31]([C:33]([O:35][C:36]([CH3:39])([CH3:38])[CH3:37])=[O:34])[CH2:30][CH2:29][CH2:28][C:23]=5[N:24]([CH3:27])[C:25]=4[CH:26]=3)[C:10](=[O:14])[CH:9]=2)=[CH:4][CH:3]=1 |f:3.4.5|. Procedure: A suspension of 4-(4-fluorobenzyloxy)pyridin-2(1H)-one (95 mg, 0.43 mmol), tert-butyl 8-bromo-6-methyl-3,4,5,6-tetrahydroazepino[4,3-b]indole-2(1H) carboxylate (180 mg, 0.47 mmol), 8-hydroxyquinoline (13 mg, 0.086 mmol) and Cs2CO3 (154 mg, 0.47 mmol) in DMSO (10 mL) was degassed under reduced pressure for 40 min. CuI (98 mg, 0.52 mmol) was added to the above solution, and the reaction mixture was degassed under reduced pressure for 2×5 min. The reaction mixture was then heated at 135° C. under n... The reactants are I.CSC1=NCCCC1 (3,4,5,6-tetrahydro-2-(methylthio)-pyridine, hydroiodide), ice, O.NN (hydrazine hydrate). Solvent: C(C)O (ethanol). Run at time 30 minute. Product: I.N(N)C1=NCCCC1 (2-hydrazino-3,4,5,6-tetrahydropyridine, hydroiodide). Reaction SMILES: [IH:1].CS[C:4]1[CH2:9][CH2:8][CH2:7][CH2:6][N:5]=1.O.[NH2:11][NH2:12]>C(O)C>[IH:1].[NH:11]([C:4]1[CH2:9][CH2:8][CH2:7][CH2:6][N:5]=1)[NH2:12] |f:0.1,2.3,5.6|. Procedure details: A 6.43 g portion of 3,4,5,6-tetrahydro-2-(methylthio)-pyridine, hydroiodide was added to an ice-cold solution of 1.25 ml of hydrazine hydrate in 35 ml of ethanol. The suspension was stirred at ice bath temperature for 30 minutes, then the solid was collected, washed with ethanol and ether and dried, giving 3.5 g of 2-hydrazino-3,4,5,6-tetrahydropyridine, hydroiodide, which was converted to the monohydronitrate by treatment with silver nitrate in water. RXN SMILES: [CH3:1][N:2]1[CH2:3][CH2:4][C:5]([c:8]2[cH:9][nH:10][c:11]3[cH:12][cH:13][c:14]([CH:17]=[O:18])[cH:15][c:16]23)=[CH:6][CH2:7]1.[CH3:27][C:28](=[O:29])[O-:30].[CH3:31][C:32](=[O:33])[OH:34].[NH4+:26].[O:19]=[C:20]1[CH2:21][NH:22][C:23](=[O:24])[NH:25]1>>[CH3:1][N:2]1[CH2:3][CH2:4][C:5]([c:8]2[cH:9][nH:10][c:11]3[cH:12][cH:13][c:14]([CH:17]=[C:21]4[C:20](=[O:19])[NH:25][C:23](=[O:24])[NH:22]4)[cH:15][c:16]23)=[CH:6][CH2:7]1. The product is CN1CC=C(c2c[nH]c3ccc(C=C4NC(=O)NC4=O)cc23)CC1. Starting materials: CN1CC=C(c2c[nH]c3ccc(C=O)cc23)CC1, CC(=O)[O-], CC(=O)O, [NH4+], O=C1CNC(=O)N1. The reactants are C1(CCCCC1)NC(=O)NC1CCCCC1 (N,N'-dicyclohexylurea), C(C)N1N=CC=C1O (1-ethyl-5-hydroxypyrazole), C1(CCCCC1)N=C=NC1CCCCC1 (N,N'-dicyclohexylcarbodiimide), C(C)SC1CCSC2=C(C=C(C(=C12)C)C(=O)O)Cl (4-ethylthio-5-methyl-6-carboxy-8-chlorothiochroman). The solvent is CCCCCC (hexane), C(C)(=O)OCC (ethyl acetate), C(C)(C)(CC)O (t-amyl alcohol). Conditions: time 2.5 hour. Product: C(C)SC1CCSC2=C(C=C(C(=C12)C)C(=O)OC1=CC=NN1CC)Cl (4-ethylthio-5-methyl-6-(1-ethylpyrazol-5-yl)oxycarbonyl-8-chlorothiochroman). Yield: 106.9%. Reaction SMILES: [CH2:1]([S:3][CH:4]1[C:13]2[C:8](=[C:9]([Cl:18])[CH:10]=[C:11]([C:15]([OH:17])=[O:16])[C:12]=2[CH3:14])[S:7][CH2:6][CH2:5]1)[CH3:2].[CH2:19]([N:21]1[C:25](O)=[CH:24][CH:23]=[N:22]1)[CH3:20].C1(N=C=NC2CCCCC2)CCCCC1.C1(NC(NC2CCCCC2)=O)CCCCC1>C(O)(CC)(C)C.CCCCCC.C(OCC)(=O)C>[CH2:1]([S:3][CH:4]1[C:13]2[C:8](=[C:9]([Cl:18])[CH:10]=[C:11]([C:15]([O:17][C:25]3[N:21]([CH2:19][CH3:20])[N:22]=[CH:23][CH:24]=3)=[O:16])[C:12]=2[CH3:14])[S:7][CH2:6][CH2:5]1)[CH3:2]. Reported procedure: 1.0 Gram (3.3 mmol) of 4-ethylthio-5-methyl-6-carboxy-8-chlorothiochroman was dissolved in 5 ml of t-amyl alcohol, and 0.45 g (4.0 mmol, 1.2 eq.) of 1-ethyl-5-hydroxypyrazole and 0.83 g (4.0 mmol, 1.2 eq.) of N,N'-dicyclohexylcarbodiimide were added. The mixture was stirred at room temperature for 2.5 hours. After the completion of the reaction, ethyl acetate and hexane were added, and liberated N,N'-dicyclohexylurea was filtered off. The filtrate was concentrated and purified by column chromato... Starting materials: B, Cl, C1CCOC1, COc1ccc(C(C(=O)N(C)C)C2(O)CCCCC2)cc1. Yields the product COc1ccc(C(CN(C)C)C2(O)CCCCC2)cc1. As a reaction SMILES: [BH3:22].[ClH:23].[O:24]1[CH2:25][CH2:26][CH2:27][CH2:28]1.[OH:1][C:2]1([CH:8]([C:9](=[O:10])[N:11]([CH3:12])[CH3:13])[c:14]2[cH:15][cH:16][c:17]([O:20][CH3:21])[cH:18][cH:19]2)[CH2:3][CH2:4][CH2:5][CH2:6][CH2:7]1>>[OH:1][C:2]1([CH:8]([CH2:9][N:11]([CH3:12])[CH3:13])[c:14]2[cH:15][cH:16][c:17]([O:20][CH3:21])[cH:18][cH:19]2)[CH2:3][CH2:4][CH2:5][CH2:6][CH2:7]1. Starting materials: CC(C)(C)C=1C=C(C=C(C1)C(C)(C)C)CC=O (3,5-bis(1,1-dimethylethyl)benzeneacetaldehyde), [BH4-].[Na+] (sodium borohydride). The solvent is C(C)O (ethanol), O (water). The product is CC(C)(C)C=1C=C(C=C(C1)C(C)(C)C)CCO (3,5-bis (1,1-dimethylethyl) benzeneethanol). Reaction SMILES: [CH3:1][C:2]([C:5]1[CH:6]=[C:7]([CH2:15][CH:16]=[O:17])[CH:8]=[C:9]([C:11]([CH3:14])([CH3:13])[CH3:12])[CH:10]=1)([CH3:4])[CH3:3].[BH4-].[Na+]>C(O)C.O>[CH3:14][C:11]([C:9]1[CH:8]=[C:7]([CH2:15][CH2:16][OH:17])[CH:6]=[C:5]([C:2]([CH3:4])([CH3:3])[CH3:1])[CH:10]=1)([CH3:12])[CH3:13] |f:1.2|. Reported procedure: To a solution of the title product of Example 18 (500 mg, 2.14 mmoles) in ethanol (10 ml) is added a solution of sodium borohydride (80.8 mg, 2.14 mmoles) in water (1 ml). After disappearance of starting material as judged by TLC, excess reagent is destroyed by addition of acetic acid, and the mixture concentrated. The residue is partitioned between diethyl ether and water, the organic layer dried over sodium sulfate, filtered, and evaporated. Chromatography of the residue over silica gel using ...